Dataset: the Open Reaction Database (ORD), a public repository of structured organic reaction records. Task: describe an organic reaction: reactants, conditions, products, and yield Reactants: C(C)(=O)O[C@H]1C(O[C@@H]([C@H]([C@@H]1OC(C)=O)OC(C)=O)COC(C)=O)N=[N+]=[N-] (2,3,4,6-tetra-O-acetylglucopyranosyl azide), [H][H] (hydrogen). Reagents/catalysts: O=[Pt]=O (PtO2). Run in O1CCCC1 (tetrahydrofuran). The product is C(C)(=O)O[C@H]1C(O[C@@H]([C@H]([C@@H]1OC(C)=O)OC(C)=O)COC(C)=O)N (2,3,4,6-tetra-O-acetylglucopyranosyl amine). As a reaction SMILES: [C:1]([O:4][C@@H:5]1[C@@H:10]([O:11][C:12](=[O:14])[CH3:13])[C@H:9]([O:15][C:16](=[O:18])[CH3:17])[C@@H:8]([CH2:19][O:20][C:21](=[O:23])[CH3:22])[O:7][CH:6]1[N:24]=[N+]=[N-])(=[O:3])[CH3:2].[H][H]>O=[Pt]=O.O1CCCC1>[C:1]([O:4][C@@H:5]1[C@@H:10]([O:11][C:12](=[O:14])[CH3:13])[C@H:9]([O:15][C:16](=[O:18])[CH3:17])[C@@H:8]([CH2:19][O:20][C:21](=[O:23])[CH3:22])[O:7][CH:6]1[NH2:24])(=[O:3])[CH3:2]. Reported procedure: 4 g, that is, 11 mmol of the 2,3,4,6-tetra-O-acetylglucopyranosyl azide was added to 50 ml of dry tetrahydrofuran containing 200 mg of PtO2. The mixture was shaken under 40 psi of hydrogen for 2 hours, filtered, concentrated to dryness, to produce 2,3,4,6-tetra-O-acetylglucopyranosyl amine. Starting materials: C(C1=CC=CC=C1)OC1=C(C=CC(=C1)I)N1CC(NS1(=O)=O)=O (5-(2-benzyloxy-4-iodophenyl)-1,1-dioxo-1,2,5-thiadiazolidin-3-one), KHCO3, C(#N)[Cu] (CuCN). Run in CN(C)C=O (DMF), CN(C)C=O (DMF). Conditions: temperature 110 celsius. Yields the product C(C1=CC=CC=C1)OC=1C=C(C#N)C=CC1N1S(NC(C1)=O)(=O)=O (3-Benzyloxy-4-(1,1,4-trioxo-1,2,5-thiadiazolidin-2-yl)-benzonitrile). RXN SMILES: [CH2:1]([O:8][C:9]1[CH:14]=[C:13](I)[CH:12]=[CH:11][C:10]=1[N:16]1[S:20](=[O:22])(=[O:21])[NH:19][C:18](=[O:23])[CH2:17]1)[C:2]1[CH:7]=[CH:6][CH:5]=[CH:4][CH:3]=1.[C:24]([Cu])#[N:25]>CN(C=O)C>[CH2:1]([O:8][C:9]1[CH:14]=[C:13]([CH:12]=[CH:11][C:10]=1[N:16]1[CH2:17][C:18](=[O:23])[NH:19][S:20]1(=[O:22])=[O:21])[C:24]#[N:25])[C:2]1[CH:7]=[CH:6][CH:5]=[CH:4][CH:3]=1. Procedure details: To a solution of 5-(2-benzyloxy-4-iodophenyl)-1,1-dioxo-1,2,5-thiadiazolidin-3-one (108.4 mg, 0.243 mmol) in DMF (2 mL) is added KHCO3 (0.488 mL, 0.5M aqueous solution), CuCN (19 mg, 0.212 mmol) and resin-bound PPh3Pd (10 mol %) in DMF (2 mL) and the mixture is heated in a microwave apparatus at 110° C. for 20 min. The solvent is removed under reduced pressure and the residue purified by reverse phase MPLC to give the title compound. Starting materials: BrC1=CC(=C(C=C1)I)CC (4-bromo-2-ethyl-1-iodobenzene), C(CCC)[Li] (n-butyl lithium), Cl (hydrochloric acid), CN(C=O)C (N,N-dimethylformamide). Solvent: O1CCCC1 (tetrahydrofuran). Run at temperature -75 celsius, time 30 minute. The product is BrC1=CC(=C(C=O)C=C1)CC (4-bromo-2-ethylbenzaldehyde). The yield is 93.9%. As a reaction SMILES: [Br:1][C:2]1[CH:7]=[CH:6][C:5](I)=[C:4]([CH2:9][CH3:10])[CH:3]=1.C([Li])CCC.CN(C)[CH:18]=[O:19].Cl>O1CCCC1>[Br:1][C:2]1[CH:7]=[CH:6][C:5]([CH:18]=[O:19])=[C:4]([CH2:9][CH3:10])[CH:3]=1. Reported procedure: To a solution of 4-bromo-2-ethyl-1-iodobenzene (75 g, 0.24 mol) in tetrahydrofuran (375 ml) at −75° C. is added n-butyl lithium (1.6 M in hexanes, 196 ml, 0.31 mol) dropwise, maintaining the temperature of the reaction mixture below −70° C. When the addition is complete the mixture is stirred at −75° C. for an additional 30 minutes and then N,N-dimethylformamide (70.7 g, 0.97 mol) is added dropwise. After the addition is complete the reaction is stirred at −75° C. for 2 hours, then allowed to wa... The reactants are C=C(C)Cc1c(C)sc(C(=O)OCC)c1C, CCO, [Li+], [OH-]. Product: C=C(C)Cc1c(C)sc(C(=O)O)c1C. Reaction SMILES: [CH2:1]([CH3:2])[O:3][C:4](=[O:5])[c:6]1[s:7][c:8]([CH3:16])[c:9]([CH2:12][C:13](=[CH2:14])[CH3:15])[c:10]1[CH3:11].[CH3:19][CH2:20][OH:21].[Li+:18].[OH-:17]>>[O:3]=[C:4]([OH:5])[c:6]1[s:7][c:8]([CH3:16])[c:9]([CH2:12][C:13](=[CH2:14])[CH3:15])[c:10]1[CH3:11]. Starting materials: Cl.FC=1C=NC(=NC1)[C@H](C)N ((S)-1-(5-fluoropyrimidin-2-yl)ethanamine hydrochloride), BrC=1C(=NC(=NC1)Cl)NC1=NNC(=C1)C (5-bromo-2-chloro-N-(5-methyl-1H-pyrazol-3-yl)pyrimidin-4-amine), CCN(C(C)C)C(C)C (DIEA). Run in CCCCO (n-BuOH). Reaction conditions: temperature 165 celsius. Yields the product BrC=1C(=NC(=NC1)N[C@@H](C)C1=NC=C(C=N1)F)NC1=NNC(=C1)C (5-bromo-N2-[(1S)-1-(5-fluoropyrimidin-2-yl)ethyl]-N4-(5-methyl-1H-pyrazol-3-yl)pyrimidine-2,4-diamine). The yield is 47.0%. As a reaction SMILES: Cl.[F:2][C:3]1[CH:4]=[N:5][C:6]([C@@H:9]([NH2:11])[CH3:10])=[N:7][CH:8]=1.[Br:12][C:13]1[C:14]([NH:20][C:21]2[CH:25]=[C:24]([CH3:26])[NH:23][N:22]=2)=[N:15][C:16](Cl)=[N:17][CH:18]=1.CCN(C(C)C)C(C)C>CCCCO>[Br:12][C:13]1[C:14]([NH:20][C:21]2[CH:25]=[C:24]([CH3:26])[NH:23][N:22]=2)=[N:15][C:16]([NH:11][C@H:9]([C:6]2[N:7]=[CH:8][C:3]([F:2])=[CH:4][N:5]=2)[CH3:10])=[N:17][CH:18]=1 |f:0.1|. Reported procedure: To a microwave vial was added (S)-1-(5-fluoropyrimidin-2-yl)ethanamine hydrochloride (Method 7, 369 mg, 2.08 mmol), 5-bromo-2-chloro-N-(5-methyl-1H-pyrazol-3-yl)pyrimidin-4-amine (Method 38, 500 mg, 1.73 mmol), and DIEA (468 mg, 3.8 mmol). Anhydrous n-BuOH (5 mL) was added, and the vial was heated in microwave oven at 165° C. for 5 hours. The reaction mixture was concentrated. The resulting residue was separated by silica gel column to afford desired product (320 mg, 47%). LC-MS, 393 (M+1). 1H N...